This data is from the Open Reaction Database (ORD), a public repository of structured organic reaction records. The task is: describe an organic reaction: reactants, conditions, products, and yield Starting materials: C(C)(C)(C)OC(NC1=C(C=C(C(=C1)N(C)C)C#CC1=CC=CC=C1)NC(CC(=O)C1=CC(=CC=C1)C#N)=O)=O ({2-[3-(3-cyano-phenyl)-3-oxo-propionyl-amino]-5-dimethylamino-4-phenylethynyl-phenyl}-carbamic acid tert.-butyl ester), C(=O)(C(F)(F)F)O (TFA). The solvent is C(Cl)Cl (CH2Cl2). Product: CN(C=1C(=CC2=C(N=C(CC(N2)=O)C=2C=C(C#N)C=CC2)C1)C#CC1=CC=CC=C1)C (3-(8-Dimethylamino-4-oxo-7-phenylethynyl-4,5-dihydro-3H-benzo[b][1,4]diazepin-2-yl)-benzonitrile), solid. As a reaction SMILES: C(OC(=O)[NH:7][C:8]1[CH:13]=[C:12]([N:14]([CH3:16])[CH3:15])[C:11]([C:17]#[C:18][C:19]2[CH:24]=[CH:23][CH:22]=[CH:21][CH:20]=2)=[CH:10][C:9]=1[NH:25][C:26](=[O:38])[CH2:27][C:28]([C:30]1[CH:35]=[CH:34][CH:33]=[C:32]([C:36]#[N:37])[CH:31]=1)=O)(C)(C)C.C(O)(C(F)(F)F)=O>C(Cl)Cl>[CH3:15][N:14]([CH3:16])[C:12]1[C:11]([C:17]#[C:18][C:19]2[CH:24]=[CH:23][CH:22]=[CH:21][CH:20]=2)=[CH:10][C:9]2[NH:25][C:26](=[O:38])[CH2:27][C:28]([C:30]3[CH:31]=[C:32]([CH:33]=[CH:34][CH:35]=3)[C:36]#[N:37])=[N:7][C:8]=2[CH:13]=1. Procedure details: The title compound was prepared from {2-[3-(3-cyano-phenyl)-3-oxo-propionyl-amino]-5-dimethylamino-4-phenylethynyl-phenyl}-carbamic acid tert.-butyl ester (Example M4) by treatment with TFA in CH2Cl2 according to the general procedure N. Obtained as an orange solid (65 mg). Reactants: CC(=O)OC1CCC2(C)C(=CCC3C2CCC2(C)C(C(C)CCC(=O)O)CCC32)C1, O=S(Cl)Cl, c1ccccc1. The product is CC(=O)OC1CCC2(C)C(=CCC3C2CCC2(C)C(C(C)CCCCl)CCC32)C1. Reaction SMILES: [C:1]([CH3:2])(=[O:3])[O:4][CH:5]1[CH2:6][C:7]2=[CH:8][CH2:9][CH:10]3[CH:11]4[CH2:12][CH2:13][CH:14]([CH:15]([CH2:16][CH2:17][C:18]([OH:19])=[O:20])[CH3:21])[C:22]4([CH3:30])[CH2:23][CH2:24][CH:25]3[C:26]2([CH3:29])[CH2:27][CH2:28]1.[S:31]([Cl:32])([Cl:33])=[O:34].[cH:35]1[cH:36][cH:37][cH:38][cH:39][cH:40]1>>[C:1]([CH3:2])(=[O:3])[O:4][CH:5]1[CH2:6][C:7]2=[CH:8][CH2:9][CH:10]3[CH:11]4[CH2:12][CH2:13][CH:14]([CH:15]([CH2:16][CH2:17][CH2:18][Cl:33])[CH3:21])[C:22]4([CH3:30])[CH2:23][CH2:24][CH:25]3[C:26]2([CH3:29])[CH2:27][CH2:28]1. Starting materials: Brc1ccc2c(c1)CCN2, C1CCOC1, CN=C=O, CCN(C(C)C)C(C)C. As a reaction SMILES: [Br:1][c:2]1[cH:3][c:4]2[c:8]([cH:9][cH:10]1)[NH:7][CH2:6][CH2:5]2.[CH2:24]1[O:25][CH2:26][CH2:27][CH2:28]1.[CH3:20][N:21]=[C:22]=[O:23].[CH:11]([N:12]([CH2:13][CH3:14])[CH:15]([CH3:16])[CH3:17])([CH3:18])[CH3:19]>>[Br:1][c:2]1[cH:3][c:4]2[c:8]([cH:9][cH:10]1)[N:7]([C:22]([NH:21][CH3:20])=[O:23])[CH2:6][CH2:5]2. Yields the product CNC(=O)N1CCc2cc(Br)ccc21. Reactants: CC=1N(C=CN1)C1=CC=C(C=C1)NC(CC1=CC=C(C=C1)OCCCCCCCCCCCCCC)=O (N-[4-(2-methyl-1H-imidazol-1-yl)phenyl]-4-(tetradecyloxy)benzeneacetamide), CI (methyl iodide). Solvent: C1(=CC=CC=C1)C (toluene), CCOCC (ether). Yields the product [I-].CC1[NH+](C=CN1C)C1=CC=C(C=C1)NC(CC1=CC=C(C=C1)OCCCCCCCCCCCCCC)=O (2,3-Dimethyl-1-[4-[[[4-(tetradecyloxy)phenyl]acetyl]amino]phenyl]-1H-imidazolium iodide). Isolated yield 93.3%. RXN SMILES: [CH3:1][C:2]1[N:3]([C:7]2[CH:12]=[CH:11][C:10]([NH:13][C:14](=[O:37])[CH2:15][C:16]3[CH:21]=[CH:20][C:19]([O:22][CH2:23][CH2:24][CH2:25][CH2:26][CH2:27][CH2:28][CH2:29][CH2:30][CH2:31][CH2:32][CH2:33][CH2:34][CH2:35][CH3:36])=[CH:18][CH:17]=3)=[CH:9][CH:8]=2)[CH:4]=[CH:5][N:6]=1.[CH3:38][I:39]>C1(C)C=CC=CC=1.CCOCC>[I-:39].[CH3:1][CH:2]1[N:6]([CH3:38])[CH:5]=[CH:4][NH+:3]1[C:7]1[CH:8]=[CH:9][C:10]([NH:13][C:14](=[O:37])[CH2:15][C:16]2[CH:17]=[CH:18][C:19]([O:22][CH2:23][CH2:24][CH2:25][CH2:26][CH2:27][CH2:28][CH2:29][CH2:30][CH2:31][CH2:32][CH2:33][CH2:34][CH2:35][CH3:36])=[CH:20][CH:21]=2)=[CH:11][CH:12]=1 |f:4.5|. Procedure details: A mixture of 1.5 g of N-[4-(2-methyl-1H-imidazol-1-yl)phenyl]-4-(tetradecyloxy)benzeneacetamide and 2.11 g of methyl iodide in 25 ml of toluene is refluxed under argon for 2 hours, cooled, diluted with ether and the solid collected. The cake is dried to give 1.8 g of the desired product as a white solid, m.p. 140°-143° C. The reactants are C1=CC=CC=2NC3=C(NC(C21)=O)C=CC=C3 (5,10-dihydro-11H-dibenzo[b,e][1,4]diazepin-11-one), C(C=C)(=O)Cl (acrylic acid chloride). Solvent: C1(=CC=CC=C1)C (toluene). The product is C(C=C)(=O)N1C2=C(NC(C3=C1C=CC=C3)=O)C=CC=C2 (5-acryloyl-5,10-dihydro-11H-dibenzo[b,e][1,4]diazepin-11-one). As a reaction SMILES: [CH:1]1[C:11]2[C:10](=[O:12])[NH:9][C:8]3[CH:13]=[CH:14][CH:15]=[CH:16][C:7]=3[NH:6][C:5]=2[CH:4]=[CH:3][CH:2]=1.[C:17](Cl)(=[O:20])[CH:18]=[CH2:19]>C1(C)C=CC=CC=1>[C:17]([N:6]1[C:5]2[CH:4]=[CH:3][CH:2]=[CH:1][C:11]=2[C:10](=[O:12])[NH:9][C:8]2[CH:13]=[CH:14][CH:15]=[CH:16][C:7]1=2)(=[O:20])[CH:18]=[CH2:19]. Reported procedure: 5.26 gm (0.025 mol) of 5,10-dihydro-11H-dibenzo[b,e][1,4]diazepin-11-one and 2.7 gm (0.03 mol) of acrylic acid chloride were refluxed in 200 ml of toluene for 3 hours. Subsequently, the reaction mixture was evaporated in vacuo to dryness, and the residue was stirred with aqueous sodium bicarbonate solution. After suction-filtering, washing with water, and drying, 5-acryloyl-5,10-dihydro-11H-dibenzo[b,e][1,4]diazepin-11-one was obtained with a quantitative yield. Recrystallization from ethanol. Reactants: [OH-].[Na+] (sodium hydroxide), [NH2-].[Na+] (sodamide), C1(=CC=CC=C1)S(=O)(=O)Cl (benzenesulfonyl chloride), CN1N(CC(C1)O)C (1,2-dimethyl-4-pyrazolidinol). Solvent: C1(=CC=CC=C1)C (toluene). Run at time 4.5 hour. Product: N(C1=CC=CC=C1)C1CN(N(C1)C)C (4-Anilino-1,2-dimethylpyrazolidine). RXN SMILES: [NH2-:1].[Na+].[CH3:3][N:4]1[CH2:8][CH:7](O)[CH2:6][N:5]1[CH3:10].[C:11]1(S(Cl)(=O)=O)[CH:16]=[CH:15][CH:14]=[CH:13][CH:12]=1.[OH-].[Na+]>C1(C)C=CC=CC=1>[NH:1]([CH:7]1[CH2:8][N:4]([CH3:3])[N:5]([CH3:10])[CH2:6]1)[C:11]1[CH:16]=[CH:15][CH:14]=[CH:13][CH:12]=1 |f:0.1,4.5|. Reported procedure: A stirred suspension of 40 g. (1.02 mole) of sodamide in dry toluene was treated dropwise with 116 g. (1.0 mole) of 1,2-dimethyl-4-pyrazolidinol at 80° C. After 4.5 hrs. at reflux the mixture was cooled and maintained below 20° C. while 161.0 g. (1.0 mole) of benzenesulfonyl chloride was added dropwise. After stirring 1.0 hr. the reaction mixture was shaken with dilute sodium hydroxide, the separated toluene layer dried over sodium sulfate and concentrated at reduced pressure. The residue was di...